describe an organic reaction: reactants, conditions, products, and yield From a dataset of the Open Reaction Database (ORD), a public repository of structured organic reaction records. Reactants: BrN1C(CCC1=O)=O (N-bromosuccinimide), C1(=CC=CC=C1)P(C1=CC=CC=C1)C1=CC=CC=C1 (triphenylphosphine), C(C1=CC=CC=C1)N1C=CC=2C(NC=CC21)=O (1-benzyl-1,5-dihydro-pyrrolo[3,2-c]pyridin-4-one). The solvent is O1CCOCC1 (dioxane), O1CCOCC1 (dioxane). Run at time 1 hour. Yields the product C(C1=CC=CC=C1)N1C=CC=2C(=NC=CC21)Br (1-Benzyl-4-bromo-1H-pyrrolo[3,2-c]pyridine). Reaction SMILES: [Br:1]N1C(=O)CCC1=O.C1(P(C2C=CC=CC=2)C2C=CC=CC=2)C=CC=CC=1.[CH2:28]([N:35]1[C:43]2[CH:42]=[CH:41][NH:40][C:39](=O)[C:38]=2[CH:37]=[CH:36]1)[C:29]1[CH:34]=[CH:33][CH:32]=[CH:31][CH:30]=1>O1CCOCC1>[CH2:28]([N:35]1[C:43]2[CH:42]=[CH:41][N:40]=[C:39]([Br:1])[C:38]=2[CH:37]=[CH:36]1)[C:29]1[CH:34]=[CH:33][CH:32]=[CH:31][CH:30]=1. Procedure details: 35 g of N-bromosuccinimide are added to a solution of 52 g of triphenylphosphine in 1.5 1 of dioxane. After stirring the mixture for 1 hour, 9 g of 1-benzyl-1,5-dihydro-pyrrolo[3,2-c]pyridin-4-one in 200 ml of dioxane are added and the mixture is heated at reflux for 15 hours. After removal of the dioxane under reduced pressure, 100 ml of triethylamine are added to the residue and the whole is then concentrated in vacuo. Chromatography on silica gel (cyclohexane/ethyl acetate: 50/50) enables the...